Task: describe an organic reaction: reactants, conditions, products, and yield. Dataset: the Open Reaction Database (ORD), a public repository of structured organic reaction records The reactants are FC1=C(C=CC(=C1)F)[N+](=O)[O-] (2,4-difluoro-1-nitro-benzene), CC(C)(C(C)O)O (2-methylbutane-2,3-diol). Yields the product NC1=C(OC(C(C)(O)C)C)C=C(C=C1)F (3-(2-amino-5-fluoro-phenoxy)-2-methyl-butan-2-ol). Reaction SMILES: F[C:2]1[CH:7]=[C:6]([F:8])[CH:5]=[CH:4][C:3]=1[N+:9]([O-])=O.[CH3:12][C:13]([OH:18])([CH:15]([OH:17])[CH3:16])[CH3:14]>>[NH2:9][C:3]1[CH:4]=[CH:5][C:6]([F:8])=[CH:7][C:2]=1[O:17][CH:15]([CH3:16])[C:13]([CH3:14])([OH:18])[CH3:12]. Reported procedure: Is prepared in a similar manner as intermediate III.1 from 2,4-difluoro-1-nitro-benzene and 2-methylbutane-2,3-diol. Reactants: CN1CCCC1=O, Cc1ccc(C(=O)c2ccc(Cl)cc2)c(C)c1, [Cs+], [F-], O, c1ccccc1. Product: Cc1ccc(C(=O)c2ccc(F)cc2)c(C)c1. Reaction SMILES: [CH3:20][N:21]1[CH2:22][CH2:23][CH2:24][C:25]1=[O:26].[Cl:1][c:2]1[cH:3][cH:4][c:5]([C:6](=[O:7])[c:8]2[c:9]([CH3:15])[cH:10][c:11]([CH3:14])[cH:12][cH:13]2)[cH:16][cH:17]1.[Cs+:19].[F-:18].[OH2:33].[cH:27]1[cH:28][cH:29][cH:30][cH:31][cH:32]1>>[c:2]1([F:18])[cH:3][cH:4][c:5]([C:6](=[O:7])[c:8]2[c:9]([CH3:15])[cH:10][c:11]([CH3:14])[cH:12][cH:13]2)[cH:16][cH:17]1. Starting materials: N1=CC=CC=C1 (pyridine), C(C)(=O)OC(C)=O (acetic anhydride), S(O)(O)(=O)=O (sulfuric acid), CS(=O)(=O)OC1=C(C(=C(C=C1)NC(C(C)(C)C)=O)C)OC (4-[(2,2-dimethylpropanoyl)amino]-2-methoxy-3-methylphenyl methanesulfonate), [OH-].[Na+] (sodium hydroxide). The solvent is C(C)(=O)OCC (ethyl acetate), C(CCC)O (n-butanol). Reaction conditions: temperature 100 celsius, time 14 hour. The product is CS(=O)(=O)OC1=C(C(=C(C=C1)NC(C)=O)C)OC (4-(acetylamino)-2-methoxy-3-methylphenyl methanesulfonate). The yield is 79.7%. Reaction SMILES: S(=O)(=O)(O)O.[CH3:6][S:7]([O:10][C:11]1[CH:16]=[CH:15][C:14]([NH:17][C:18](=[O:23])[C:19](C)(C)C)=[C:13]([CH3:24])[C:12]=1[O:25][CH3:26])(=[O:9])=[O:8].[OH-].[Na+].N1C=CC=CC=1.C(OC(=O)C)(=O)C>C(O)CCC.C(OCC)(=O)C>[CH3:6][S:7]([O:10][C:11]1[CH:16]=[CH:15][C:14]([NH:17][C:18](=[O:23])[CH3:19])=[C:13]([CH3:24])[C:12]=1[O:25][CH3:26])(=[O:9])=[O:8] |f:2.3|. Reported procedure: A 20%-aqueous sulfuric acid solution (4 ml) was added dropwise to a solution of 4-[(2,2-dimethylpropanoyl)amino]-2-methoxy-3-methylphenyl methanesulfonate (223 mg, 0.707 mmol) in n-butanol (2 ml) at room temperature, and the resulting mixture was heated to 100° C. After 14 hours, the reaction solution was poured onto ice (50 ml) and adjusted to pH 11 with an aqueous sodium hydroxide solution. The resulting mixture was extracted with ethyl acetate (50 ml×3) and the organic layer was dried over an... Starting materials: C(C1=CC=CC=C1)(=O)C=1C=C2N(C=3C=CC=C(C3NC2=CC1)C(=O)OCC)CC=C(C)C (ethyl 7-benzoyl-5,10-dihydro-5-(3-methyl-2-butenyl)-1-phenazinecarboxylate), CN(CCCO)C (3-(dimethylamino)-1-propanol), [Sn] (tin), CN(CCCO)C (3-(dimethylamino)-1-propanol), tetra-n-butyl-1-isothiocyanate-3-hydroxydistannoxane, C(O)([O-])=O.[Na+] (sodium hydrogencarbonate). Solvent: C1(=CC=CC=C1)C (toluene). Reaction conditions: temperature 100 celsius, time 24 hour. Yields the product C(C1=CC=CC=C1)(=O)C=1C=C2N(C=3C=CC=C(C3NC2=CC1)C(=O)OCCCN(C)C)CC=C(C)C (3-(Dimethylamino)-propyl 7-benzoyl-5,10-dihydro-5-(3-methyl-2-butenyl)-1-phenazinecarboxylate). Yield: 10.0%. RXN SMILES: [C:1]([C:9]1[CH:10]=[C:11]2[C:20](=[CH:21][CH:22]=1)[NH:19][C:18]1[C:17]([C:23]([O:25][CH2:26][CH3:27])=[O:24])=[CH:16][CH:15]=[CH:14][C:13]=1[N:12]2[CH2:28][CH:29]=[C:30]([CH3:32])[CH3:31])(=[O:8])[C:2]1[CH:7]=[CH:6][CH:5]=[CH:4][CH:3]=1.[CH3:33][N:34]([CH3:39])[CH2:35]CCO.[Sn].C(=O)([O-])O.[Na+]>C1(C)C=CC=CC=1>[C:1]([C:9]1[CH:10]=[C:11]2[C:20](=[CH:21][CH:22]=1)[NH:19][C:18]1[C:17]([C:23]([O:25][CH2:26][CH2:27][CH2:33][N:34]([CH3:39])[CH3:35])=[O:24])=[CH:16][CH:15]=[CH:14][C:13]=1[N:12]2[CH2:28][CH:29]=[C:30]([CH3:31])[CH3:32])(=[O:8])[C:2]1[CH:7]=[CH:6][CH:5]=[CH:4][CH:3]=1 |f:3.4,^3:39|. Reported procedure: In toluene (12 mL) was dissolved ethyl 7-benzoyl-5,10-dihydro-5-(3-methyl-2-butenyl)-1-phenazinecarboxylate (1.26 g, 2.95 mmol.) obtained in Example 2. To the mixture were further added 3-(dimethylamino)-1-propanol (3.50 mL, 29.5 mmol.) and tetra-n-butyl-1-isothiocyanate-3-hydroxydistannoxane (SCN(n-Bu)2SnOSn(n-Bu)2OH; 329 mg, 0.591 mmol.). The mixture was stirred at 100° C. for 24 hours in the stream of gaseous nitrogen. The mixture was further stirred at 100° C. for 24 hours, after addition of... Reactants: CC1=COC2=C1C(=C(C=C2C(=O)C=2SC=CC2)CC=C)O (3-methyl-4-hydroxy-5-(2-propen-1-yl)-7-(2-thienoyl)benzofuran), CC1=COC2=C1C(=CC=C2C(=O)C=2SC=CC2)OCC=C (3-Methyl-4-(2-propen-1-yl)oxy-7-(2-thienoyl)benzofuran), [H][H] (hydrogen). The reagents and catalysts are [Pd] (Pd/C). Run in C(C)O (ethanol). Product: CC1=COC2=C1C(=C(C=C2C(=O)C=2SC=CC2)CCC)O (3-Methyl-4-hydroxy-5-propyl-7-(2-thienoyl)benzofuran). Reaction SMILES: [CH3:1][C:2]1[C:6]2[C:7]([OH:21])=[C:8]([CH2:18][CH:19]=[CH2:20])[CH:9]=[C:10]([C:11]([C:13]3[S:14][CH:15]=[CH:16][CH:17]=3)=[O:12])[C:5]=2[O:4][CH:3]=1.CC1C2C(OCC=C)=CC=C(C(C3SC=CC=3)=O)C=2OC=1.[H][H]>C(O)C.[Pd]>[CH3:1][C:2]1[C:6]2[C:7]([OH:21])=[C:8]([CH2:18][CH2:19][CH3:20])[CH:9]=[C:10]([C:11]([C:13]3[S:14][CH:15]=[CH:16][CH:17]=3)=[O:12])[C:5]=2[O:4][CH:3]=1. Procedure details: A mixture of 3-methyl-4-hydroxy-5-(2-propen-1-yl)-7-(2-thienoyl)benzofuran, compound 4 (0.228 g, 0.76 mmol) and 5% Pd/C (0.020 g) in absolute ethanol (5 mL) was hydrogenated at 3 atmospheres pressure. After 0.5 hours the requisite amount of hydrogen had been taken up. The catalyst was removed by filtration through celite and the filtrate concentrated to an oil that slowly solidified. Recrystallization of this material from ether/hexane afforded pure 3-methyl-4-hydroxy-5-propyl-7-(2-thienoyl)benz...